Dataset: the Open Reaction Database (ORD), a public repository of structured organic reaction records. Task: describe an organic reaction: reactants, conditions, products, and yield As a reaction SMILES: [CH3:1][O:2][c:3]1[c:4]([CH2:11][CH2:12][CH2:13][CH2:14][O:15][CH3:16])[cH:5][c:6]([CH:7]=[O:8])[cH:9][cH:10]1.[CH3:26][C:27](=[O:28])[OH:29].[Cl+:22]([O-:23])[O-:24].[NH2:17][S:18]([OH:19])(=[O:20])=[O:21].[Na+:25].[OH2:30]>>[CH3:1][O:2][c:3]1[c:4]([CH2:11][CH2:12][CH2:13][CH2:14][O:15][CH3:16])[cH:5][c:6]([C:7](=[O:8])[OH:19])[cH:9][cH:10]1. The reactants are COCCCCc1cc(C=O)ccc1OC, CC(=O)O, [O-][Cl+][O-], NS(=O)(=O)O, [Na+], O. Yields the product COCCCCc1cc(C(=O)O)ccc1OC. Reactants: ClC1=CC=C(OCC2NCCC3=CC(=C(C=C23)OC)O)C=C1 (1-(4-chlorophenoxy)methyl-6-hydroxy-7-methoxy-1,2,3,4-tetrahydroisoquinoline), O.O.O.[I-].[Li+] (lithium iodide trihydrate), C(C1=CC=CC=C1)(=O)O (benzoic acid). Solvent: CO (methanol). The product is Cl.ClC1=CC=C(OCC2NCCC3=CC(=C(C=C23)O)O)C=C1 (1-(4-chlorophenoxy)methyl-6,7-dihydroxy-1,2,3,4-tetrahydroisoquinoline hydrochloride). As a reaction SMILES: [Cl:1][C:2]1[CH:22]=[CH:21][C:5]([O:6][CH2:7][CH:8]2[C:17]3[C:12](=[CH:13][C:14]([OH:20])=[C:15]([O:18]C)[CH:16]=3)[CH2:11][CH2:10][NH:9]2)=[CH:4][CH:3]=1.O.O.O.[I-].[Li+].C(O)(=O)C1C=CC=CC=1>CO>[ClH:1].[Cl:1][C:2]1[CH:3]=[CH:4][C:5]([O:6][CH2:7][CH:8]2[C:17]3[C:12](=[CH:13][C:14]([OH:20])=[C:15]([OH:18])[CH:16]=3)[CH2:11][CH2:10][NH:9]2)=[CH:21][CH:22]=1 |f:1.2.3.4.5,8.9|. Procedure details: A mixture of 1-(4-chlorophenoxy)methyl-6-hydroxy-7-methoxy-1,2,3,4-tetrahydroisoquinoline (100 mg), lithium iodide trihydrate (150 mg) and benzoic acid (38 mg) was heated in an oil bath of 200° to 210° C. for 0.5 hour. After the reaction, the precipitated solid was dissolved in methanol absorbed with hydrogen chloride, and then insoluble material was filtered off. The filtrate was concentrated, and to the residue was added a small amount of ether, and the mixture was allowed to stand. The precip...